Dataset: the Open Reaction Database (ORD), a public repository of structured organic reaction records. Task: describe an organic reaction: reactants, conditions, products, and yield Procedure details: To a 1:1 mixture of acetone and water (560 ml) was added 7-bromomethy1coumarin (7.0 g, 29.3 mmol). The resulting suspension was refluxed for 48 hrs at which time the reaction mixture became a clear solution. The solution was then cooled and neutralized with sodium bicarbonate (2.4 g, 29.3 mmol) and concentrated in vacuo to about 65 ml. A thick mass of crystals resulted. The crystals were collected by filtration to yield 5.27 g of product after drying in vacuo (100% of theory). The melting point ... Reaction SMILES: CC(C)=[O:3].Br[CH2:6][C:7]1[CH:16]=[C:15]2[C:10]([CH:11]=[CH:12][C:13](=[O:17])[O:14]2)=[CH:9][CH:8]=1.C(=O)(O)[O-].[Na+]>O>[OH:3][CH2:6][C:7]1[CH:16]=[C:15]2[C:10]([CH:11]=[CH:12][C:13](=[O:17])[O:14]2)=[CH:9][CH:8]=1 |f:2.3|. Starting materials: BrCC1=CC=C2C=CC(OC2=C1)=O (7-bromomethy1coumarin), CC(=O)C (acetone), C([O-])(O)=O.[Na+] (sodium bicarbonate). The product is OCC1=CC=C2C=CC(OC2=C1)=O (7-Hydroxymethylcoumarin). Solvent: O (water). Starting materials: OC1=CC(=C(C(=O)N)C=C1)[N+](=O)[O-] (4-hydroxy-2-nitrobenzamide), C([O-])([O-])=O.[K+].[K+] (potassium carbonate), BrCCCCBr (1,4-dibromobutane). Solvent: CC(=O)C (acetone). Reaction conditions: time 10 minute. Product: BrCCCCOC1=CC(=C(C(=O)N)C=C1)[N+](=O)[O-] (4-(4-bromobutoxy)-2-nitrobenzamide). As a reaction SMILES: [OH:1][C:2]1[CH:10]=[CH:9][C:5]([C:6]([NH2:8])=[O:7])=[C:4]([N+:11]([O-:13])=[O:12])[CH:3]=1.C(=O)([O-])[O-].[K+].[K+].[Br:20][CH2:21][CH2:22][CH2:23][CH2:24]Br>CC(C)=O>[Br:20][CH2:21][CH2:22][CH2:23][CH2:24][O:1][C:2]1[CH:10]=[CH:9][C:5]([C:6]([NH2:8])=[O:7])=[C:4]([N+:11]([O-:13])=[O:12])[CH:3]=1 |f:1.2.3|. Procedure details: To a solution of 4-hydroxy-2-nitrobenzamide 3 (0.7 g, 0.0038 mol) in 20 mL acetone was added potassium carbonate (2.0 g, 0.015 mol). The reaction mixture was stirred at room temperature for 10 min. Then 1,4-dibromobutane 4 (1.8 mL, 0.015 mol) was added. The resulting mixture was refluxed for 12 h. The progress of the reaction was monitored by thin layer chromatography (TLC). Potassium carbonate was filtered and washed with acetone. The combined filtrate and washings were evaporated. The residue ... The reactants are [OH-].[Na+] (Sodium hydroxide), COC(CN(CC(=O)OC)C(C1=CC(=CC(=C1)OCCCCCCCCCCCCCC)OCCCCCCCCCCCCCC)=O)=O (N-[3,5-bis(tetradecyloxy)benzoyl]-N-(2-methoxy-2-oxoethyl)glycine methyl ester). Product: C(=O)(O)CN(CC(=O)O)C(C1=CC(=CC(=C1)OCCCCCCCCCCCCCC)OCCCCCCCCCCCCCC)=O (N-(carboxymethyl)-N-[3,5-bis(tetradecyloxy)benzoyl]glycine). As a reaction SMILES: [OH-].[Na+].C[O:4][C:5](=[O:51])[CH2:6][N:7]([C:13](=[O:50])[C:14]1[CH:19]=[C:18]([O:20][CH2:21][CH2:22][CH2:23][CH2:24][CH2:25][CH2:26][CH2:27][CH2:28][CH2:29][CH2:30][CH2:31][CH2:32][CH2:33][CH3:34])[CH:17]=[C:16]([O:35][CH2:36][CH2:37][CH2:38][CH2:39][CH2:40][CH2:41][CH2:42][CH2:43][CH2:44][CH2:45][CH2:46][CH2:47][CH2:48][CH3:49])[CH:15]=1)[CH2:8][C:9]([O:11]C)=[O:10]>>[C:9]([CH2:8][N:7]([C:13](=[O:50])[C:14]1[CH:19]=[C:18]([O:20][CH2:21][CH2:22][CH2:23][CH2:24][CH2:25][CH2:26][CH2:27][CH2:28][CH2:29][CH2:30][CH2:31][CH2:32][CH2:33][CH3:34])[CH:17]=[C:16]([O:35][CH2:36][CH2:37][CH2:38][CH2:39][CH2:40][CH2:41][CH2:42][CH2:43][CH2:44][CH2:45][CH2:46][CH2:47][CH2:48][CH3:49])[CH:15]=1)[CH2:6][C:5]([OH:51])=[O:4])([OH:11])=[O:10] |f:0.1|. Procedure: Sodium hydroxide hydrolysis of N-[3,5-bis(tetradecyloxy)benzoyl]-N-(2-methoxy-2-oxoethyl)glycine methyl ester as in Example 11 gave N-(carboxymethyl)-N-[3,5-bis(tetradecyloxy)benzoyl]glycine, mp 88°-90°. Reactants: [C@@H]([C@H](C(=O)[O-])O)(C(=O)[O-])O.[Na+].[K+] (Seignette's salt), C[Al](C)C (trimethylaluminium), C(C)(C)N (isopropyl amine), COC(=O)C1=CC(=NO1)OCC=1C(=NOC1C)CCCC (3-(3-butyl-5-methyl-isoxazol-4-ylmethoxy)-isoxazole-5-carboxylic acid methyl ester). As a reaction SMILES: C[Al](C)C.[CH:5]([NH2:8])([CH3:7])[CH3:6].C[O:10][C:11]([C:13]1[O:17][N:16]=[C:15]([O:18][CH2:19][C:20]2[C:21]([CH2:26][CH2:27][CH2:28][CH3:29])=[N:22][O:23][C:24]=2[CH3:25])[CH:14]=1)=O.[C@H](O)(C([O-])=O)[C@@H](O)C([O-])=O.[Na+].[K+]>O1CCOCC1>[CH:5]([NH:8][C:11]([C:13]1[O:17][N:16]=[C:15]([O:18][CH2:19][C:20]2[C:21]([CH2:26][CH2:27][CH2:28][CH3:29])=[N:22][O:23][C:24]=2[CH3:25])[CH:14]=1)=[O:10])([CH3:7])[CH3:6] |f:3.4.5|. Conditions: time 1 hour. The solvent is O1CCOCC1 (dioxane). Isolated yield 93.3%. Product: C(C)(C)NC(=O)C1=CC(=NO1)OCC=1C(=NOC1C)CCCC (3-(3-Butyl-5-methyl-isoxazol-4-ylmethoxy)-isoxazole-5-carboxylic acid isopropylamide). Procedure: A solution of trimethylaluminium (2 M in toluene, 1.02 mL, 2.0 mmol) was added dropwise (exothermic) to a solution of isopropyl amine (121 mg, 2.0 mmol) in dioxane (6 mL) and the resulting mixture was stirred at room temperature for 1 h. Then 3-(3-butyl-5-methyl-isoxazol-4-ylmethoxy)-isoxazole-5-carboxylic acid methyl ester (200 mg, 0.68 mmol) was added. The resulting mixture was then heated at 70° C. for 3 h and then cooled to room temperature and then poured into Seignette's salt and extracted... The reactants are C(CCCCCCC)C(=S)Cl (n-octylthiocarbonyl chloride), S1C=NC(=C1)C=1NC2=C(N1)C=CC=C2 (2-(4-thiazolyl)-benzimidazole). The solvent is N1=CC=CC=C1 (pyridine). Reaction conditions: time 19 hour. Product: C(CCCCCCC)C(=S)N1C(=NC2=C1C=CC=C2)C=2N=CSC2 (1-n-Octylthiocarbonyl-2-(4-thiazolyl)-benzimidazole). As a reaction SMILES: [CH2:1]([C:9](Cl)=[S:10])[CH2:2][CH2:3][CH2:4][CH2:5][CH2:6][CH2:7][CH3:8].[S:12]1[CH:16]=[C:15]([C:17]2[NH:18][C:19]3[CH:25]=[CH:24][CH:23]=[CH:22][C:20]=3[N:21]=2)[N:14]=[CH:13]1>N1C=CC=CC=1>[CH2:1]([C:9]([N:21]1[C:20]2[CH:22]=[CH:23][CH:24]=[CH:25][C:19]=2[N:18]=[C:17]1[C:15]1[N:14]=[CH:13][S:12][CH:16]=1)=[S:10])[CH2:2][CH2:3][CH2:4][CH2:5][CH2:6][CH2:7][CH3:8]. Procedure: 249 G. (1.19 moles) of n-octylthiocarbonyl chloride is added dropwise over a period of 20 minutes to a stirred suspension of 240 g. (1.19 moles) of 2-(4-thiazolyl)-benzimidazole and 2400 ml. of pyridine; a slight heat rise is evidenced. The reaction mixture is stirred at room temperature for 19 hours, filtered and the solid material washed with methylene chloride. The combined filtrate and washings are evaporated to dryness in vacuo. The residue is mixed with 2000 ml. of methylene chloride and f... The reactants are C1(=CC=CC=C1)[Mg]Br (phenylmagnesium bromide), C(C(C)C)C1=CC=C(C(=O)C(=O)OCC)C=C1 (ethyl 4-isobutylbenzoylformate), OC=1C(OC(C1O)(C1=CC=CC=C1)C)=O (3,4-dihydroxy-5-methyl-5-phenyl-2(5H)-furanone). Solvent: C1CCOC1 (THF). Yields the product OC1=C(C(OC1(C1=CC=CC=C1)C1=CC=C(C=C1)CC(C)C)=O)OCC1=CC=CC=C1 (4-hydroxy-5-(4-isobutylphenyl)-5-phenyl-3-phenylmethoxy-2(5H)-furanone). Yield: 29.0%. Reaction SMILES: [C:1]1([Mg]Br)[CH:6]=[CH:5][CH:4]=[CH:3][CH:2]=1.[CH2:9]([C:13]1[CH:25]=[CH:24][C:16]([C:17]([C:19]([O:21]CC)=O)=[O:18])=[CH:15][CH:14]=1)[CH:10]([CH3:12])[CH3:11].[OH:26][C:27]1[C:28](=O)[O:29][C:30](C)([C:33]2[CH:38]=[CH:37][CH:36]=[CH:35][CH:34]=2)C=1O>C1COCC1>[OH:21][C:19]1[C:17]([C:16]2[CH:15]=[CH:14][C:13]([CH2:9][CH:10]([CH3:11])[CH3:12])=[CH:25][CH:24]=2)([C:1]2[CH:6]=[CH:5][CH:4]=[CH:3][CH:2]=2)[O:18][C:27](=[O:26])[C:28]=1[O:29][CH2:30][C:33]1[CH:38]=[CH:37][CH:36]=[CH:35][CH:34]=1. Procedure details: A total of 3.5 mL (10.5 mmol) of 3.0M phenylmagnesium bromide was added to a solution of 2.3 g (10 mmol) of ethyl 4-isobutylbenzoylformate in THF in an analogous manner as described for the synthesis of 3,4-dihydroxy-5-methyl-5-phenyl-2(5H)-furanone to provide an oil, which was purified over 400 g of SiO2 by eluting with 5000 mL of CHCl3, 500 mL of EtOH/CHCl3 (3/97) and 500 mL of EtOH/CHCl3 (8/92) to provide 1.2 g (29% yield) of 4-hydroxy-5-(4-isobutylphenyl)-5-phenyl-3-phenylmethoxy-2(5H)-furan... Reactants: CC(C)Oc1ccc(N)cc1, O=C(O)c1cccc(S)c1. The product is CC(C)Oc1ccc(NC(=O)c2cccc(S)c2)cc1. RXN SMILES: [CH:1]([CH3:2])([CH3:3])[O:4][c:5]1[cH:6][cH:7][c:8]([NH2:9])[cH:10][cH:11]1.[SH:12][c:13]1[cH:14][c:15]([C:16](=[O:17])[OH:18])[cH:19][cH:20][cH:21]1>>[CH:1]([CH3:2])([CH3:3])[O:4][c:5]1[cH:6][cH:7][c:8]([NH:9][C:16]([c:15]2[cH:14][c:13]([SH:12])[cH:21][cH:20][cH:19]2)=[O:17])[cH:10][cH:11]1.